Dataset: the Open Reaction Database (ORD), a public repository of structured organic reaction records. Task: describe an organic reaction: reactants, conditions, products, and yield Reactants: [H-].[Na+] (Sodium hydride), C(CC(=O)OCC)(=O)OCC (diethyl malonate), ICCC1=C2C=CC(N(C2=C(C=C1)OC)C)=O (5-(2-iodoethyl)-8-methoxy-1-methyl-2-oxo-1,2-dihydroquinoline), Cl (hydrochloric acid), [H][H] (hydrogen). Run in O1CCCC1 (tetrahydrofuran), ClCCl (dichloromethane). Product: COC=1C=CC(=C2C=CC(N(C12)C)=O)CCC(C(=O)OCC)C(=O)OCC (diethyl 2-[2-(8-methoxy-1-methyl-2-oxo-1,2-dihydroquinolin-5-yl)ethyl]malonate). RXN SMILES: [H-].[Na+].[C:3]([O:11][CH2:12][CH3:13])(=[O:10])[CH2:4][C:5]([O:7][CH2:8][CH3:9])=[O:6].[H][H].I[CH2:17][CH2:18][C:19]1[CH:28]=[CH:27][C:26]([O:29][CH3:30])=[C:25]2[C:20]=1[CH:21]=[CH:22][C:23](=[O:32])[N:24]2[CH3:31].Cl>ClCCl.O1CCCC1>[CH3:30][O:29][C:26]1[CH:27]=[CH:28][C:19]([CH2:18][CH2:17][CH:4]([C:5]([O:7][CH2:8][CH3:9])=[O:6])[C:3]([O:11][CH2:12][CH3:13])=[O:10])=[C:20]2[C:25]=1[N:24]([CH3:31])[C:23](=[O:32])[CH:22]=[CH:21]2 |f:0.1|. Procedure: Sodium hydride (60% in oil) (0.5 g) was added under ice cooling to a tetrahydrofuran (THF) solution (30 ml) of diethyl malonate (2.2 ml), and stirring was carried out until the generation of hydrogen stopped. 5-(2-iodoethyl)-8-methoxy-1-methyl-2-oxo-1,2-dihydroquinoline (1.54 g) was added, followed by stirring at room temperature overnight. The reaction mixture was added to cold hydrochloric acid, and extraction with dichloromethane was performed. After drying over anhydrous sodium sulfate, the ...